From a dataset of the Open Reaction Database (ORD), a public repository of structured organic reaction records. describe an organic reaction: reactants, conditions, products, and yield Reactants: [BH4-].[Na+] (Sodium borohydride), C(=O)C1=CC=C(C#N)C=C1 (4-formylbenzonitrile), O (water). Solvent: CO (methanol). Conditions: temperature 5 celsius. Yields the product OCC1=CC=C(C#N)C=C1 (4-(hydroxymethyl)benzonitrile). RXN SMILES: [CH:1]([C:3]1[CH:10]=[CH:9][C:6]([C:7]#[N:8])=[CH:5][CH:4]=1)=[O:2].[BH4-].[Na+].O>CO>[OH:2][CH2:1][C:3]1[CH:10]=[CH:9][C:6]([C:7]#[N:8])=[CH:5][CH:4]=1 |f:1.2|. Procedure: A stirred suspension of 4-formylbenzonitrile (10.0 g; 0.0763 moles) in methanol (100 mL) under nitrogen was cooled to 5° C. Sodium borohydride (1.45 g; 0.0382 moles) was added. After 30 minutes the mixture was added to water (300 mL) and extracted with ethyl acetate (4×100 mL). The combined extracts were washed with aqueous sodium chloride solution (50 mL) and dried over sodium sulfate. Following filtration and removal of solvent under vacuum the product, 4-(hydroxymethyl)benzonitrile, (9.44 g; ... Starting materials: CC(C)(C)OC(=O)NC1CCC(CNc2nc(NCc3ccccc3Sc3ccccc3N)ncc2[N+](=O)[O-])CC1, CO, ClCCl, O=C(O)C(F)(F)F, [Na+], O=C([O-])O. Yields the product Nc1ccccc1Sc1ccccc1CNc1ncc([N+](=O)[O-])c(NCC2CCC(N)CC2)n1. RXN SMILES: [C:1]([O:2][C:3](=[O:4])[NH:7][CH:8]1[CH2:9][CH2:10][CH:11]([CH2:14][NH:15][c:16]2[n:17][c:18]([NH:25][CH2:26][c:27]3[c:28]([S:33][c:34]4[c:35]([NH2:40])[cH:36][cH:37][cH:38][cH:39]4)[cH:29][cH:30][cH:31][cH:32]3)[n:19][cH:20][c:21]2[N+:22](=[O:23])[O-:24])[CH2:12][CH2:13]1)([CH3:5])([CH3:6])[CH3:41].[CH3:54][OH:55].[Cl:56][CH2:57][Cl:58].[F:42][C:43]([F:44])([F:45])[C:46]([OH:47])=[O:48].[Na+:53].[O-:49][C:50]([OH:51])=[O:52]>>[NH2:7][CH:8]1[CH2:9][CH2:10][CH:11]([CH2:14][NH:15][c:16]2[n:17][c:18]([NH:25][CH2:26][c:27]3[c:28]([S:33][c:34]4[c:35]([NH2:40])[cH:36][cH:37][cH:38][cH:39]4)[cH:29][cH:30][cH:31][cH:32]3)[n:19][cH:20][c:21]2[N+:22](=[O:23])[O-:24])[CH2:12][CH2:13]1. Starting materials: FC1=C(C=C(C=C1)[N+](=O)[O-])[N+](=O)[O-] (1-fluoro-2,4-dinitrobenzene), Cl.COC(CN)=O (glycine methyl ester hydrochloride), C(=O)([O-])[O-].[K+].[K+] (K2CO3). The solvent is CO (methanol). Conditions: temperature 60 celsius. The product is COC(CNC1=C(C=C(C=C1)[N+](=O)[O-])[N+](=O)[O-])=O ((2,4-Dinitro-phenylamino)-acetic acid methyl ester). RXN SMILES: F[C:2]1[CH:7]=[CH:6][C:5]([N+:8]([O-:10])=[O:9])=[CH:4][C:3]=1[N+:11]([O-:13])=[O:12].Cl.[CH3:15][O:16][C:17](=[O:20])[CH2:18][NH2:19].C([O-])([O-])=O.[K+].[K+]>CO>[CH3:15][O:16][C:17](=[O:20])[CH2:18][NH:19][C:2]1[CH:7]=[CH:6][C:5]([N+:8]([O-:10])=[O:9])=[CH:4][C:3]=1[N+:11]([O-:13])=[O:12] |f:1.2,3.4.5|. Reported procedure: A mixture of 1-fluoro-2,4-dinitrobenzene (1) (15 g, 0.81 mmol), glycine methyl ester hydrochloride (11.5 g, 0.92 mmol), K2CO3 (22.3 g, 0.162 mmol) and methanol (300 mL) was heated at 60° C. for 30 minutes. After cooling in an ice bath, the resulting yellow precipitate was collected by filtration, washed with water and methanol and dried in vacuo. Yield 10.5 g (51%). The reactants are COC1=CC=C(C=C1)C1=NC(=NO1)CS(=O)(=O)C1=CC=C(CCNC[C@@H](COC2=CC(=C(C=C2)O[Si](C(C)C)(C(C)C)C(C)C)C)O)C=C1 ((2S)-1-{[4-({[5-(4-methoxyphenyl)-1,2,4-oxadiazol-3yl]methyl}sulfonyl)phenethyl]amino}-3-{-3-methyl-4[(triisopropylsilyl)oxy]phenoxy}-2-propanol), solution, CCCC[N+](CCCC)(CCCC)CCCC.[F-] (TBAF). Reagents/catalysts: [Cl-].[NH4+] (ammonium chloride). The solvent is C1CCOC1 (THF). Reaction conditions: time 6 hour. The product is O[C@H](COC1=CC(=C(C=C1)O)C)CNCCC1=CC=C(C=C1)S(=O)(=O)CC1=NOC(=N1)C1=CC=C(C=C1)OC (4-[((2S)-2-hydroxy-3-{[4-({[5-(4-methoxyphenyl)-1,2,4-oxadiazol-3-yl]methyl}sulfonyl)phenethyl]amino}propyl)oxy]-2-methylphenol). Yield: 72.7%. As a reaction SMILES: [CH3:1][O:2][C:3]1[CH:8]=[CH:7][C:6]([C:9]2[O:13][N:12]=[C:11]([CH2:14][S:15]([C:18]3[CH:49]=[CH:48][C:21]([CH2:22][CH2:23][NH:24][CH2:25][C@H:26]([OH:47])[CH2:27][O:28][C:29]4[CH:34]=[CH:33][C:32]([O:35][Si](C(C)C)(C(C)C)C(C)C)=[C:31]([CH3:46])[CH:30]=4)=[CH:20][CH:19]=3)(=[O:17])=[O:16])[N:10]=2)=[CH:5][CH:4]=1.CCCC[N+](CCCC)(CCCC)CCCC.[F-]>C1COCC1.[Cl-].[NH4+]>[OH:47][C@@H:26]([CH2:25][NH:24][CH2:23][CH2:22][C:21]1[CH:20]=[CH:19][C:18]([S:15]([CH2:14][C:11]2[N:10]=[C:9]([C:6]3[CH:5]=[CH:4][C:3]([O:2][CH3:1])=[CH:8][CH:7]=3)[O:13][N:12]=2)(=[O:17])=[O:16])=[CH:49][CH:48]=1)[CH2:27][O:28][C:29]1[CH:34]=[CH:33][C:32]([OH:35])=[C:31]([CH3:46])[CH:30]=1 |f:1.2,4.5|. Procedure details: To a solution of the amino alcohol of Example 18(0.630 g, 0.887 mmol) in THF (12 mL) was added a 1M solution of TBAF (0.18 mL, 0.18 mmol). The reaction mixture was stirred for 6 h. TLC shows the absence of starting material, so 4 drops of a saturated aqueous ammonium chloride solution was added. The reaction mixture was evaporated in vacuo to dryness and the residue was flash chromatographed (silica gel; dichloromethane/chloroform/methanol: 5/4/1) to afford 0.357 g of the title compound as a whi... The reactants are C(C)(=O)OCC (ethyl acetate), C(C)(=O)O (acetic acid), NC[C@H](O)C=1C=CC(=C(C1)NS(=O)(=O)C)O (N-{5-[(1R)-2-amino-1-hydroxyethyl]-2-hydroxyphenyl)methanesulfonamide), Cl (hydrochloric acid), COC(C1=CC=C(NC2CCN(CC2)C2=CC=C(C(=O)OCC)C=C2)C=C1)OC (Ethyl 4-{4-[4-(dimethoxymethyl)anilino]-1-piperidinyl}benzoate), [I-].[Na+] (sodium iodide), Cl[Si](C)(Cl)Cl (trichloro(methyl)silane), C(#N)[BH3-].[Na+] (sodium cyanoborohydride). Solvent: O1CCCC1 (tetrahydrofuran), CO (methanol), ClCCl (Dichloromethane), C(C)#N (acetonitrile). Conditions: time 3 minute. Yields the product C(C)OC(C1=CC=C(C=C1)N1CCC(CC1)NC1=CC=C(C=C1)CCNC[C@@H](C1=CC(=C(C=C1)O)NS(=O)(=O)C)O)=O (4-[4-(4-{2-[(2R)-2-Hydroxy-2-(4-hydroxy-3-methanesulfonylamino-phenyl)-ethylamino]-ethyl}-phenylamino)-piperidin-1-yl]-benzoic acid ethyl ester). Reaction SMILES: CO[CH:3](OC)[C:4]1[CH:27]=[CH:26][C:7]([NH:8][CH:9]2[CH2:14][CH2:13][N:12]([C:15]3[CH:25]=[CH:24]C(C(OCC)=O)=[CH:17][CH:16]=3)[CH2:11][CH2:10]2)=[CH:6][CH:5]=1.[I-].[Na+].Cl[Si](Cl)(Cl)C.[C:37](O)(=O)C.[NH2:41][CH2:42][C@@H:43]([C:45]1[CH:46]=[CH:47][C:48]([OH:56])=[C:49]([NH:51][S:52]([CH3:55])(=[O:54])=[O:53])[CH:50]=1)[OH:44].C([BH3-])#N.[Na+].Cl.[C:62]([O:65][CH2:66][CH3:67])(=[O:64])[CH3:63]>C(#N)C.O1CCCC1.CO.ClCCl>[CH2:66]([O:65][C:62](=[O:64])[C:63]1[CH:17]=[CH:16][C:15]([N:12]2[CH2:11][CH2:10][CH:9]([NH:8][C:7]3[CH:6]=[CH:5][C:4]([CH2:3][CH2:37][NH:41][CH2:42][C@H:43]([OH:44])[C:45]4[CH:46]=[CH:47][C:48]([OH:56])=[C:49]([NH:51][S:52]([CH3:55])(=[O:54])=[O:53])[CH:50]=4)=[CH:27][CH:26]=3)[CH2:14][CH2:13]2)=[CH:25][CH:24]=1)[CH3:67] |f:1.2,6.7|. Procedure details: Ethyl 4-{4-[4-(dimethoxymethyl)anilino]-1-piperidinyl}benzoate (0.63 g, 01.53 mmol) was added to a pre-prepared mixture of sodium iodide (0.572 g, 3.82 mmol) and trichloro(methyl)silane (0.36 mL, 3.07 mmol) in anhydrous acetonitrile. The reaction was stirred at ambient temperature for 3 minutes. Dichloromethane was added and the reaction washed with 10% sodium thiosulfate solution, water and brine. The organic layer was dried with anhydrous magnesium sulfate, filtered and the solvent partially r... Reactants: BrC/C(/C(=O)OC)=C\C(=O)OC (dimethyl 2-bromomethylfumarate), Cl (hydrochloric acid), [Cl-].[NH4+] (ammonium chloride), C(C1=CC=CC=C1)SC(C=O)(C)C (2-benzylthio-2-methylpropionaldehyde). Reagents/catalysts: [Zn] (zinc). The solvent is C1CCOC1 (THF), C1CCOC1 (THF), C1CCOC1 (THF). Yields the product C(C1=CC=CC=C1)SC(C)(C)C1C(C(C(=O)O1)=C)C(=O)OC (4-(1-benzylthio-1-methylethyl)-3-methoxycarbonyl-2-methylene-4-butanolide). Isolated yield 38.2%. RXN SMILES: Cl.[CH2:2]([S:9][C:10]([CH3:14])([CH3:13])[CH:11]=[O:12])[C:3]1[CH:8]=[CH:7][CH:6]=[CH:5][CH:4]=1.Br[CH2:16]/[C:17](=[CH:22]\[C:23]([O:25][CH3:26])=[O:24])/[C:18](OC)=[O:19].[Cl-].[NH4+]>C1COCC1.[Zn]>[CH2:2]([S:9][C:10]([CH:11]1[O:12][C:18](=[O:19])[C:17](=[CH2:16])[CH:22]1[C:23]([O:25][CH3:26])=[O:24])([CH3:14])[CH3:13])[C:3]1[CH:8]=[CH:7][CH:6]=[CH:5][CH:4]=1 |f:3.4|. Reported procedure: To a stirred suspension of zinc dust (0.67 g) activated with hydrochloric acid in THF (15 ml), 2-benzylthio-2-methylpropionaldehyde (1.00 g) dissolved in THF (5 ml) and dimethyl 2-bromomethylfumarate (1.28 g) dissolved in THF (5 ml) were added dropwise in the order named while refluxing under nitrogen atmosphere. The mixture was refluxed for an additional 1.5 hours and saturated aqueous ammonium chloride solution was added to it. After cooling the mixture was filtered by celite. A reaction produ... Starting materials: Cl (hydrochloric acid), [OH-].[K+] (potassium hydroxide), C1=CC=CC2=C1C=1NC3=CC=CC=C3C1C(S2)C(=O)OCC (ethyl 6,11-dihydro-5-thia-11-aza-benzo[a]fluoren-6-carboxylate). Solvent: O (water), C(C)O (ethanol). Yields the product C1=CC=CC2=C1C=1NC3=CC=CC=C3C1C(S2)C(=O)O (6,11-dihydro-5-thia-11-aza-benzo[a]fluoren-6-carboxylic acid). The yield is 101.4%. RXN SMILES: [OH-].[K+].[CH:3]1[C:8]2[C:9]3[NH:10][C:11]4[C:16]([C:17]=3[CH:18]([C:20]([O:22]CC)=[O:21])[S:19][C:7]=2[CH:6]=[CH:5][CH:4]=1)=[CH:15][CH:14]=[CH:13][CH:12]=4.Cl>O.C(O)C>[CH:3]1[C:8]2[C:9]3[NH:10][C:11]4[C:16]([C:17]=3[CH:18]([C:20]([OH:22])=[O:21])[S:19][C:7]=2[CH:6]=[CH:5][CH:4]=1)=[CH:15][CH:14]=[CH:13][CH:12]=4 |f:0.1|. Reported procedure: A solution of 19.46 g of potassium hydroxide in 40 ml of water was added to a solution of 21.63 g of ethyl 6,11-dihydro-5-thia-11-aza-benzo[a]fluoren-6-carboxylate in 100 ml of ethanol. After reflux under heating for 2 hours, the reaction solution was adjusted to pH 3 with conc. hydrochloric acid, and extracted with ethyl acetate. The extract was washed with a saturated aqueous sodium chloride solution and dried over anhydrous sodium sulfate. After removal of the drying agent by filtration, the ...